Task: describe an organic reaction: reactants, conditions, products, and yield. Dataset: the Open Reaction Database (ORD), a public repository of structured organic reaction records Reactants: OC(CCCCC)C=1C=C(OCC=2C=C(C=CC2)C=2N=NN(N2)CC(=O)OCC)C=CC1 (5[3-[3-(1-hydroxyhexyl)phenoxymethyl]-phenyl]2-carbethoxymethyl-2H-tetrazole), [OH-].[Na+] (sodium hydroxide), Cl (hydrochloric acid). The solvent is CO (methanol). Conditions: time 3 hour. Product: OC(CCCCC)C=1C=C(OCC=2C=C(C=CC2)C=2N=NNN2)C=CC1 (5[3-[3-(1-Hydroxyhexyl)phenoxymethyl]phenyl]2H-tetrazole). Yield: 74.7%. Reaction SMILES: [OH:1][CH:2]([C:8]1[CH:9]=[C:10]([CH:30]=[CH:31][CH:32]=1)[O:11][CH2:12][C:13]1[CH:14]=[C:15]([C:19]2[N:20]=[N:21][N:22](CC(OCC)=O)[N:23]=2)[CH:16]=[CH:17][CH:18]=1)[CH2:3][CH2:4][CH2:5][CH2:6][CH3:7].[OH-].[Na+].Cl>CO>[OH:1][CH:2]([C:8]1[CH:9]=[C:10]([CH:30]=[CH:31][CH:32]=1)[O:11][CH2:12][C:13]1[CH:14]=[C:15]([C:19]2[N:20]=[N:21][NH:22][N:23]=2)[CH:16]=[CH:17][CH:18]=1)[CH2:3][CH2:4][CH2:5][CH2:6][CH3:7] |f:1.2|. Reported procedure: To 1.5 g of 5[3-[3-(1-hydroxyhexyl)phenoxymethyl]-phenyl]2-carbethoxymethyl-2H-tetrazole in 5 ml of methanol was added 6.0 ml of 2N sodium hydroxide. The mixture was stirred for 3 hours. The mixture was acidified with hydrochloric acid and extracted with ether. On evaporation of the ether layer there was obtained 1.3 g of crude product. This was passed through a silica gel column and eluted with chloroform:methanol (4:1) to give 0.9 g of product as a light amber liquid.